describe an organic reaction: reactants, conditions, products, and yield From a dataset of the Open Reaction Database (ORD), a public repository of structured organic reaction records. Starting materials: CB1OC([C@H]2N1CCC2)(C2=CC=CC=C2)C2=CC=CC=C2 ((S)-tetrahydro-1-methyl-3,3-diphenyl-1H,3H-pyrrolo(1,2-c)(1,3,2)oxazaborole), C1(=CC=CC=C1)[Si](OC=1C=C(C=CC1)C(CCC1=C(C(=O)OC)C=CC=C1)=O)(C(C)(C)C)C1=CC=CC=C1 (Methyl 2-(3-(3-(diphenyl(2-methyl-2-propyl)siloxy)phenyl)-3-oxopropyl)benzoate), B.C1CCOC1 (BH3.THF). The solvent is C1CCOC1 (THF). Conditions: time 15 minute. Yields the product C1(=CC=CC=C1)[Si](OC=1C=C(C=CC1)[C@@H](CCC1=C(C(=O)OC)C=CC=C1)O)(C(C)(C)C)C1=CC=CC=C1 (Methyl 2-(3-(3-(diphenyl(2-methyl-2-propyl)siloxy)phenyl)-3-(R)-hydroxy-propyl)benzoate). Yield: 95.0%. Reaction SMILES: CB1N2CCC[C@H]2C(C2C=CC=CC=2)(C2C=CC=CC=2)O1.[C:22]1([Si:28]([C:54]2[CH:59]=[CH:58][CH:57]=[CH:56][CH:55]=2)([C:50]([CH3:53])([CH3:52])[CH3:51])[O:29][C:30]2[CH:31]=[C:32]([C:36](=[O:49])[CH2:37][CH2:38][C:39]3[CH:48]=[CH:47][CH:46]=[CH:45][C:40]=3[C:41]([O:43][CH3:44])=[O:42])[CH:33]=[CH:34][CH:35]=2)[CH:27]=[CH:26][CH:25]=[CH:24][CH:23]=1.B.C1COCC1>C1COCC1>[C:54]1([Si:28]([C:22]2[CH:23]=[CH:24][CH:25]=[CH:26][CH:27]=2)([C:50]([CH3:51])([CH3:52])[CH3:53])[O:29][C:30]2[CH:31]=[C:32]([C@H:36]([OH:49])[CH2:37][CH2:38][C:39]3[CH:48]=[CH:47][CH:46]=[CH:45][C:40]=3[C:41]([O:43][CH3:44])=[O:42])[CH:33]=[CH:34][CH:35]=2)[CH:55]=[CH:56][CH:57]=[CH:58][CH:59]=1 |f:2.3|. Reported procedure: At -20° C., (S)-tetrahydro-1-methyl-3,3-diphenyl-1H,3H-pyrrolo(1,2-c)(1,3,2)oxazaborole (J. Am. Chem. Soc., 104, 5551-5553 (1987), 3.82 g, 0.014 mol) was added to a solution of the ketone of Step 2 in THF (556 mL). To this mixture, 1.0M BH3.THF (111 mL) was slowly added within 10 min. After 15 min, the reaction was quenched with 2M HCl (250 mL). After extraction with EtOAc, the organic phase was washed with 25% aq NH4OAc followed by saturated NaCl. The solvent was removed at reduced pressure to ...